From a dataset of the Open Reaction Database (ORD), a public repository of structured organic reaction records. describe an organic reaction: reactants, conditions, products, and yield Reactants: CCOC(=O)c1oc2ccc(Br)c(OC)c2c1C, C1CCOC1, [Li+], [OH-]. The product is COc1c(Br)ccc2oc(C(=O)O)c(C)c12. As a reaction SMILES: [CH2:1]([CH3:2])[O:3][C:4](=[O:5])[c:6]1[o:7][c:8]2[c:9]([c:10]1[CH3:11])[c:12]([O:17][CH3:18])[c:13]([Br:16])[cH:14][cH:15]2.[CH2:21]1[O:22][CH2:23][CH2:24][CH2:25]1.[Li+:20].[OH-:19]>>[O:3]=[C:4]([OH:5])[c:6]1[o:7][c:8]2[c:9]([c:10]1[CH3:11])[c:12]([O:17][CH3:18])[c:13]([Br:16])[cH:14][cH:15]2. Reported procedure: 3-methyl-2-benzofurancarboxylic acid (0.100 g) and 1-hydroxy-1H-benzotriazole (0.070 g) were added to (±)-trans-1-[(2-methyl-5-oxazolyl)methyl]-N-[1-[2-(phenylmethyl)-4-piperidinyl]-4-piperidinyl]-1H-benzimidazol-2-amine (0.100 g) in CH2Cl2 (5 ml). The mixture was stirred under N2 atmosphere. A solution of triethylamine (0.5 ml) and 1-(3-dimethylaminopropyl)-3-ethylcarbodiimide hydrochloride (1:1) (0.080 g) in CH2Cl2 (10 ml) was added dropwise and the reaction mixture was stirred overnight at RT... Starting materials: Cl.CN(CCCN=C=NCC)C (1-(3-dimethylaminopropyl)-3-ethylcarbodiimide hydrochloride), CC1=C(OC2=C1C=CC=C2)C(=O)O (3-methyl-2-benzofurancarboxylic acid), ON1N=NC2=C1C=CC=C2 (1-hydroxy-1H-benzotriazole), CC=1OC(=CN1)CN1C(=NC2=C1C=CC=C2)NC2CCN(CC2)[C@H]2C[C@@H](NCC2)CC2=CC=CC=C2 ((±)-trans-1-[(2-methyl-5-oxazolyl)methyl]-N-[1-[2-(phenylmethyl)-4-piperidinyl]-4-piperidinyl]-1H-benzimidazol-2-amine). Run in C(Cl)Cl (CH2Cl2), C(C)N(CC)CC (triethylamine), C(Cl)Cl (CH2Cl2). RXN SMILES: [CH3:1][C:2]1[C:6]2[CH:7]=[CH:8][CH:9]=[CH:10][C:5]=2[O:4][C:3]=1[C:11]([OH:13])=O.ON1C2C=CC=CC=2N=N1.[CH3:24][C:25]1[O:26][C:27]([CH2:30][N:31]2[C:35]3[CH:36]=[CH:37][CH:38]=[CH:39][C:34]=3[N:33]=[C:32]2[NH:40][CH:41]2[CH2:46][CH2:45][N:44]([C@@H:47]3[CH2:52][CH2:51][NH:50][C@@H:49]([CH2:53][C:54]4[CH:59]=[CH:58][CH:57]=[CH:56][CH:55]=4)[CH2:48]3)[CH2:43][CH2:42]2)=[CH:28][N:29]=1.Cl.CN(C)CCCN=C=NCC>C(Cl)Cl.C(N(CC)CC)C>[CH3:1][C:2]1[C:6]2[CH:7]=[CH:8][CH:9]=[CH:10][C:5]=2[O:4][C:3]=1[C:11]([N:50]1[CH2:51][CH2:52][C@@H:47]([N:44]2[CH2:43][CH2:42][CH:41]([NH:40][C:32]3[N:31]([CH2:30][C:27]4[O:26][C:25]([CH3:24])=[N:29][CH:28]=4)[C:35]4[CH:36]=[CH:37][CH:38]=[CH:39][C:34]=4[N:33]=3)[CH2:46][CH2:45]2)[CH2:48][C@@H:49]1[CH2:53][C:54]1[CH:55]=[CH:56][CH:57]=[CH:58][CH:59]=1)=[O:13] |f:3.4|. The yield is 45.2%. Product: CC1=C(OC2=C1C=CC=C2)C(=O)N2[C@H](C[C@@H](CC2)N2CCC(CC2)NC2=NC1=C(N2CC2=CN=C(O2)C)C=CC=C1)CC1=CC=CC=C1 ((±)-trans-1-[(3-methyl-2-benzofuranyl)-carbonyl]-4-[4-[[1-[(2-methyl-5-oxazolyl)methyl]-1H-benzimidazol-2-yl]amino]-1-piperidinyl]-2-(phenylmethyl)piperidine). Run in CS(=O)C (DMSO), CS(=O)C (DMSO). Conditions: time 15 minute. Procedure details: To a stirring solution of 5-(4-hydroxybenzyl)thiazolidine-2,4-dione (210 mg, 0.941 mmol) in DMSO was added potassium tert-Butoxide (227 mg, 2.02 mmol) in a single portion. Stirred at RT for 15 minutes. Added a solution of (1Z)-2-bromo-1-(5-ethylpyridin-2-yl)ethanone O-methyloxime (242 mg, 0.941 mmol; Supplier=Kalexsyn; Lot=1003-TTP-186) in DMSO (2 ml). Added 1M HCl until pH of mixture was about 3. Extracted with EtOAc. The extract was washed with water, dried (Na2SO4), filtered and evaporated in... Product: C(C)C=1C=CC(=NC1)C(COC1=CC=C(CC2C(NC(S2)=O)=O)C=C1)=NOC (5-(4-(2-(5-ethylpyridin-2-yl)-2-(methoxyimino)ethoxy)benzyl)thiazolidine-2,4-dione). RXN SMILES: [OH:1][C:2]1[CH:15]=[CH:14][C:5]([CH2:6][CH:7]2[S:11][C:10](=[O:12])[NH:9][C:8]2=[O:13])=[CH:4][CH:3]=1.CC(C)([O-])C.[K+].[CH3:22][O:23]/[N:24]=[C:25](/[C:28]1[CH:33]=[CH:32][C:31]([CH2:34][CH3:35])=[CH:30][N:29]=1)\[CH2:26]Br.Cl>CS(C)=O>[CH2:34]([C:31]1[CH:32]=[CH:33][C:28]([C:25](=[N:24][O:23][CH3:22])[CH2:26][O:1][C:2]2[CH:15]=[CH:14][C:5]([CH2:6][CH:7]3[S:11][C:10](=[O:12])[NH:9][C:8]3=[O:13])=[CH:4][CH:3]=2)=[N:29][CH:30]=1)[CH3:35] |f:1.2|. Reactants: OC1=CC=C(CC2C(NC(S2)=O)=O)C=C1 (5-(4-hydroxybenzyl)thiazolidine-2,4-dione), CC(C)([O-])C.[K+] (potassium tert-Butoxide), CO\N=C(/CBr)\C1=NC=C(C=C1)CC ((1Z)-2-bromo-1-(5-ethylpyridin-2-yl)ethanone O-methyloxime), Cl (HCl). Starting materials: O[Li].O (LiOH.H2O), O[Li].O (LiOH.H2O), O (H2O), C(C)(C)(C)OC(=O)N([C@H](C(=O)N[C@@H]1C(N(C2=C(OC1)C(=CC=C2)C(=O)OC)CC2=C(C=CC1=CC(=CC=C21)C(=O)OC)OC)=O)C)C ((S)-methyl 3-((S)-2-(tert-butoxycarbonyl(methyl)amino)propanamido)-5-((2-methoxy-6-(methoxycarbonyl)naphthalen-1-yl)methyl)-4-oxo-2,3,4,5-tetrahydrobenzo[b][1,4]oxazepine-9-carboxylate). Solvent: CO (MeOH). Reaction conditions: temperature 50 celsius, time 3.5 hour. Product: C(C)(C)(C)OC(=O)N([C@H](C(=O)N[C@@H]1C(N(C2=C(OC1)C(=CC=C2)C(=O)O)CC2=C(C=CC1=CC(=CC=C21)C(=O)O)OC)=O)C)C ((S)-3-((S)-2-(tert-butoxycarbonyl(methyl)amino)propanamido)-5-((6-carboxy-2-methoxynaphthalen-1-yl)methyl)-4-oxo-2,3,4,5-tetrahydrobenzo[b][1,4]oxazepine-9-carboxylic acid). Isolated yield 28.9%. RXN SMILES: O[Li].O.O.[C:5]([O:9][C:10]([N:12]([CH3:51])[C@@H:13]([CH3:50])[C:14]([NH:16][C@H:17]1[CH2:23][O:22][C:21]2[C:24]([C:28]([O:30]C)=[O:29])=[CH:25][CH:26]=[CH:27][C:20]=2[N:19]([CH2:32][C:33]2[C:42]3[C:37](=[CH:38][C:39]([C:43]([O:45]C)=[O:44])=[CH:40][CH:41]=3)[CH:36]=[CH:35][C:34]=2[O:47][CH3:48])[C:18]1=[O:49])=[O:15])=[O:11])([CH3:8])([CH3:7])[CH3:6]>CO>[C:5]([O:9][C:10]([N:12]([CH3:51])[C@@H:13]([CH3:50])[C:14]([NH:16][C@H:17]1[CH2:23][O:22][C:21]2[C:24]([C:28]([OH:30])=[O:29])=[CH:25][CH:26]=[CH:27][C:20]=2[N:19]([CH2:32][C:33]2[C:42]3[C:37](=[CH:38][C:39]([C:43]([OH:45])=[O:44])=[CH:40][CH:41]=3)[CH:36]=[CH:35][C:34]=2[O:47][CH3:48])[C:18]1=[O:49])=[O:15])=[O:11])([CH3:8])([CH3:7])[CH3:6] |f:0.1|. Procedure details: LiOH.H2O (22.0 mg, 523 μmol, Eq: 2.00) and H2O (0.5 mL) was added to a solution of (S)-methyl 3-((S)-2-(tert-butoxycarbonyl(methyl)amino)propanamido)-5-((2-methoxy-6-(methoxycarbonyl)naphthalen-1-yl)methyl)-4-oxo-2,3,4,5-tetrahydrobenzo[b][1,4]oxazepine-9-carboxylate (170 mg, 262 μmol, Eq: 1.00) in MeOH (5 mL). The mixture was heated to 50° C. After 3.5 h, LiOH.H2O (44 mg, 1.04 mmol) was added and temperature increased to 60° C. After 1.5 h, the MeOH was removed under vacuum, the aqueous mixture... Starting materials: OCC1=CC=C(OCCCC(=O)OCC)C=C1 (Ethyl 4-(4-(hydroxymethyl)phenoxy)butanoate), [Cl-] (chloride). Product: ClCC1=CC=C(OCCCC(=O)OCC)C=C1 (Ethyl 4-(4-(chloromethyl)phenoxy)butanoate). As a reaction SMILES: O[CH2:2][C:3]1[CH:17]=[CH:16][C:6]([O:7][CH2:8][CH2:9][CH2:10][C:11]([O:13][CH2:14][CH3:15])=[O:12])=[CH:5][CH:4]=1.[Cl-:18]>>[Cl:18][CH2:2][C:3]1[CH:17]=[CH:16][C:6]([O:7][CH2:8][CH2:9][CH2:10][C:11]([O:13][CH2:14][CH3:15])=[O:12])=[CH:5][CH:4]=1. Procedure: Ethyl 4-(4-(chloromethyl)phenoxy)butanoate 13i was prepared from 29b according to the protocol described for the compound 13h in Example 26 (Scheme 9). The title chloride 13i was isolated as colorless oil in 96% yield (1.25 g). 1H NMR (400 MHz, CDCl3): δ 1.24 (3H, t, J=7.2 Hz); 2.06 (2H, m); 2.18 (2H, t, J=7.2 Hz)); 4.00 (2H, t, J=6.4 Hz); 4.14 (2H, q, J=7.2 Hz); 4.54 (2H, s); 6.83 (1H, s); 6.86 (1H, s); 7.27 (1H, m); 7.29 (1H, s). MS (ESI): m/z=258.10 (M+H+). The reactants are COC1=C(C=CC=C1)B(O)O ((2-methoxyphenyl)boronic acid), BrC1=CN=CC2=CC(=CC=C12)S(=O)(=O)N(C=1SC=CN1)CC1=CC=C(C=C1)OC (4-bromo-N-(4-methoxybenzyl)-N-(thiazol-2-yl)isoquinoline-7-sulfonamide), [O-]P(=O)([O-])[O-].[K+].[K+].[K+] (potassium phosphate tribasic), O1CCOCC1 (dioxane). Reagents/catalysts: C(C)(C)(C)C=1C(=C(C=CC1NC)[Pd]Cl)C(C)(C)C ((di-t-butyl-p-methylaminophenyl]palladium(II) chloride). The solvent is O (water). Run at time 2 hour. The product is COC1=C(C=CC=C1)C1=CN=CC2=CC(=CC=C12)S(=O)(=O)NC=1SC=CN1 (4-(2-methoxyphenyl)-N-(thiazol-2-yl)isoquinoline-7-sulfonamide). The yield is 66.0%. RXN SMILES: [CH3:1][O:2][C:3]1[CH:8]=[CH:7][CH:6]=[CH:5][C:4]=1B(O)O.Br[C:13]1[C:22]2[C:17](=[CH:18][C:19]([S:23]([N:26](CC3C=CC(OC)=CC=3)[C:27]3[S:28][CH:29]=[CH:30][N:31]=3)(=[O:25])=[O:24])=[CH:20][CH:21]=2)[CH:16]=[N:15][CH:14]=1.[O-]P([O-])([O-])=O.[K+].[K+].[K+].O1CCOCC1>C(C1C(C(C)(C)C)=C([Pd]Cl)C=CC=1NC)(C)(C)C.O>[CH3:1][O:2][C:3]1[CH:8]=[CH:7][CH:6]=[CH:5][C:4]=1[C:13]1[C:22]2[C:17](=[CH:18][C:19]([S:23]([NH:26][C:27]3[S:28][CH:29]=[CH:30][N:31]=3)(=[O:25])=[O:24])=[CH:20][CH:21]=2)[CH:16]=[N:15][CH:14]=1 |f:2.3.4.5|. Procedure: To a microwave vial charged with (2-methoxyphenyl)boronic acid (25.6 mg, 0.168 mmol), 4-bromo-N-(4-methoxybenzyl)-N-(thiazol-2-yl)isoquinoline-7-sulfonamide (Intermediate PPPP) (75 mg, 0.153 mmol), and potassium phosphate tribasic (38.0 μl, 0.459 mmol) was added dioxane (613 μl) and water (204 μl). The mixture was purged with argon prior to the addition of 1,1-bis[(di-t-butyl-p-methylaminophenyl]palladium(II) chloride (10.83 mg, 0.015 mmol). The mixture was irradiated at 100° C. in a microwave f... Run in ClCCl (dichloromethane), CC(=O)C (acetone). Yields the product CN(C(=N)NC(CCCCCCCCCCCCCCC)=O)CC(=O)O (2-(1-methyl-3-palmitoylguanidino)acetic acid). RXN SMILES: [C:1](Br)(=[O:17])[CH2:2][CH2:3][CH2:4][CH2:5][CH2:6][CH2:7][CH2:8][CH2:9][CH2:10][CH2:11][CH2:12][CH2:13][CH2:14][CH2:15][CH3:16].[O:19]=[C:20]([CH2:22][N:23]([C:25](=[NH:27])[NH2:26])[CH3:24])[OH:21].N1C=CC=CC=1.C(=O)=O>ClCCl.CC(C)=O>[CH3:24][N:23]([CH2:22][C:20]([OH:21])=[O:19])[C:25]([NH:27][C:1](=[O:17])[CH2:2][CH2:3][CH2:4][CH2:5][CH2:6][CH2:7][CH2:8][CH2:9][CH2:10][CH2:11][CH2:12][CH2:13][CH2:14][CH2:15][CH3:16])=[NH:26]. Reactants: C(CCCCCCCCCCCCCCC)(=O)Br (palmitoyl bromide), C(CCCCCCCCCCCCCCC)(=O)Br (palmitoyl bromide), C(CCCCCCCCCCCCCCC)(=O)Br (palmitoyl bromide), O=C(O)CN(C)C(N)=N (creatine), C(CCCCCCCCCCCCCCC)(=O)Br (palmitoyl bromide), N1=CC=CC=C1 (pyridine), C(=O)=O (dry ice). Procedure details: In a dry 3-necked, round bottomed flask, equipped with a magnetic stirrer, a thermometer, a nitrogen inlet tube and the dropping funnel containing the palmitoyl bromide solution, 10.99 g (60 mmol) of creatine is suspended, with stirring, in 100 ml of dry dichloromethane. To this suspension a catalytic amount (0.1 mmol) of pyridine is also added. The suspension is stirred in a dry ice and acetone bath to a temperature of between to about −10° C. and 0° C. When the target temperature is reached th... Reactants: O (water), C(C)(C)(C)C=1C=C(C=CC1O)CC(C(NC1=NC=CC=C1)=O)NC(C(C(C)C)NC)=O (3-methyl-2-methylaminobutyric acid 2-(3-tert-butyl-4-hydroxyphenyl)-1-(2-pyridylcarbamoyl)ethylamide), N([C@@H](CC1=CC=C(C=C1)F)C(=O)O)C(=O)OC(C)(C)C (Boc-Phe(4-F)-OH), TEA, C1CCOC1 (THF). Reaction conditions: time 4 hour. Yields the product C(C)(C)(C)C=1C=C(C=CC1O)CC(C(NC1=NC=CC=C1)=O)NC(C(C(C)C)N(C)C(C(CC1=CC=C(C=C1)F)NC(=O)OCCCC)=O)=O (2-((2-butoxycarbonylamino-3-(4-fluorophenyl)propionyl)-N-methylamino)-3-methylbutyric acid 2-(3-tert-butyl-4-hydroxyphenyl)-1-(2-pyridylcarbamoyl)ethylamide). Isolated yield 85.0%. Reaction SMILES: [C:1]([C:5]1[CH:6]=[C:7]([CH2:12][CH:13]([NH:23][C:24](=[O:31])[CH:25]([NH:29][CH3:30])[CH:26]([CH3:28])[CH3:27])[C:14](=[O:22])[NH:15][C:16]2[CH:21]=[CH:20][CH:19]=[CH:18][N:17]=2)[CH:8]=[CH:9][C:10]=1[OH:11])([CH3:4])([CH3:3])[CH3:2].[NH:32]([C:45]([O:47][C:48]([CH3:51])(C)C)=[O:46])[C@H:33]([C:42]([OH:44])=O)[CH2:34][C:35]1[CH:40]=[CH:39][C:38]([F:41])=[CH:37][CH:36]=1.O.[CH2:53]1COC[CH2:54]1>>[C:1]([C:5]1[CH:6]=[C:7]([CH2:12][CH:13]([NH:23][C:24](=[O:31])[CH:25]([N:29]([C:42](=[O:44])[CH:33]([NH:32][C:45]([O:47][CH2:48][CH2:51][CH2:53][CH3:54])=[O:46])[CH2:34][C:35]2[CH:36]=[CH:37][C:38]([F:41])=[CH:39][CH:40]=2)[CH3:30])[CH:26]([CH3:27])[CH3:28])[C:14](=[O:22])[NH:15][C:16]2[CH:21]=[CH:20][CH:19]=[CH:18][N:17]=2)[CH:8]=[CH:9][C:10]=1[OH:11])([CH3:3])([CH3:2])[CH3:4]. Procedure details: To a solution of 3-methyl-2-methylaminobutyric acid 2-(3-tert-butyl-4-hydroxyphenyl)-1-(2-pyridylcarbamoyl)ethylamide (1.25 g, 2.93 mmol), Boc-Phe(4-F)-OH (1.08 g, 3.81 mmol) and CMPI (973 mg, 3.81 mmol) in THF 19 ml, TEA (0.94 ml, 6.74 mmol) was added under cooling with ice and stirred for 4 hours under cooling with ice. The reaction mixture was mixed with water and extracted with ethyl acetate. The organic layer was washed with saturated brine, dried over anhydrous magnesium sulfate and evapor... Starting materials: C(=C)[Mg]Br (Vinyl magnesium bromide), C(C)(=O)NC(C(=O)OCC)Br (ethyl 2-acetamido-2-bromoacetate). Solvent: C1CCOC1 (THF). Reaction conditions: temperature -78 celsius, time 2 hour. Product: C(C)(=O)NC(C(=O)OCC)C=C (Ethyl 2-Acetamido-2-vinylacetate). Yield: 59.5%. Reaction SMILES: [CH:1]([Mg]Br)=[CH2:2].[C:5]([NH:8][CH:9](Br)[C:10]([O:12][CH2:13][CH3:14])=[O:11])(=[O:7])[CH3:6]>C1COCC1>[C:5]([NH:8][CH:9]([CH:1]=[CH2:2])[C:10]([O:12][CH2:13][CH3:14])=[O:11])(=[O:7])[CH3:6]. Reported procedure: Vinyl magnesium bromide (10.9 mL, 1N, 10.9 mmol) was slowly added to a cooled (-78° C.) solution of ethyl 2-acetamido-2-bromoacetate (1.10 g, 4.91 mmol) in THF (50 mL). The reaction was stirred at -78° C. (2 h), and was then quenched with a 1N citric acid solution (7.0 mL). The mixture was allowed to warm to room temperature, and then the THF was removed in vacuo. The aqueous mixture was extracted with CHCl3 (3×100 mL), and the combined CHCl3 extracts were dried (Na2SO4) and concentrated to dryn...